Dataset: the Open Reaction Database (ORD), a public repository of structured organic reaction records. Task: describe an organic reaction: reactants, conditions, products, and yield The reactants are CCOC(=O)c1nc(N2CCc3cccc(C(=O)N(COCC[Si](C)(C)C)c4nc5ccccc5s4)c3C2)sc1-c1ccc(COc2ccc(-c3nn(C(=O)OC(C)(C)C)c(N)c3C#N)cc2)cc1, COC(=O)c1nc(N2CCc3cccc(C(=O)N=c4sc5ccccc5n4COCC[Si](C)(C)C)c3C2)sc1CO. Yields the product COC(=O)c1nc(N2CCc3cccc(C(=O)N=c4sc5ccccc5n4COCC[Si](C)(C)C)c3C2)sc1COc1ccc(-c2nn(C(=O)OC(C)(C)C)c(N)c2C#N)cc1. As a reaction SMILES: [NH2:1][c:2]1[c:3]([C:68]#[N:69])[c:4](-[c:14]2[cH:15][cH:16][c:17]([O:18][CH2:19][c:20]3[cH:21][cH:22][c:23](-[c:24]4[s:25][c:26]([N:27]5[CH2:28][CH2:29][c:30]6[c:31]([c:32]([C:33](=[O:34])[N:35]([c:36]7[s:37][c:38]8[cH:39][cH:40][cH:41][cH:42][c:43]8[n:44]7)[CH2:45][O:46][CH2:47][CH2:48][Si:49]([CH3:50])([CH3:51])[CH3:52])[cH:53][cH:54][cH:55]6)[CH2:56]5)[n:57][c:58]4[C:59]([O:60][CH2:61][CH3:62])=[O:63])[cH:64][cH:65]3)[cH:66][cH:67]2)[n:5][n:6]1[C:7](=[O:8])[O:9][C:10]([CH3:11])([CH3:12])[CH3:13].[OH:70][CH2:71][c:72]1[c:73]([C:107](=[O:108])[O:109][CH3:110])[n:74][c:75]([N:77]2[CH2:78][c:79]3[c:80]([C:87]([N:88]=[c:89]4[s:90][c:91]5[c:92]([n:93]4[CH2:94][O:95][CH2:96][CH2:97][Si:98]([CH3:99])([CH3:100])[CH3:101])[cH:102][cH:103][cH:104][cH:105]5)=[O:106])[cH:81][cH:82][cH:83][c:84]3[CH2:85][CH2:86]2)[s:76]1>>[NH2:1][c:2]1[c:3]([C:68]#[N:69])[c:4](-[c:14]2[cH:15][cH:16][c:17]([O:70][CH2:71][c:72]3[c:73]([C:107](=[O:108])[O:109][CH3:110])[n:74][c:75]([N:77]4[CH2:78][c:79]5[c:80]([C:87]([N:88]=[c:89]6[s:90][c:91]7[c:92]([n:93]6[CH2:94][O:95][CH2:96][CH2:97][Si:98]([CH3:99])([CH3:100])[CH3:101])[cH:102][cH:103][cH:104][cH:105]7)=[O:106])[cH:81][cH:82][cH:83][c:84]5[CH2:85][CH2:86]4)[s:76]3)[cH:66][cH:67]2)[n:5][n:6]1[C:7](=[O:8])[O:9][C:10]([CH3:11])([CH3:12])[CH3:13].